This data is from the Open Reaction Database (ORD), a public repository of structured organic reaction records. The task is: describe an organic reaction: reactants, conditions, products, and yield Yields the product C(#N)C=1C=C(SC1C)C(=O)OC(C)C (isopropyl 4-cyano-5-methylthiophene-2-carboxylate). RXN SMILES: Br[C:2]1[CH:3]=[C:4]([C:8]([O:10][CH:11]([CH3:13])[CH3:12])=[O:9])[S:5][C:6]=1[CH3:7].[Cu](C#N)[C:15]#[N:16].[C-]#N.[Na+]>CN(C)C=O>[C:15]([C:2]1[CH:3]=[C:4]([C:8]([O:10][CH:11]([CH3:13])[CH3:12])=[O:9])[S:5][C:6]=1[CH3:7])#[N:16] |f:2.3|. The solvent is CN(C=O)C (dimethylformamide). Yield: 62.8%. Reported procedure: Isopropyl 4-cyano-5-methylthiiophene-2-carboxylate: A stirred solution of 1.9 g (7.3 mmol) of isopropyl 4-bromo-5-methylthiophene-2-carboxylate was dissolved in dry dimethylformamide (30 mL) and refluxed with copper cyanide (785 mg, 8.8 mmol) for 16 hours. The cooled solution was poured into 0.1 M aqueous sodium cyanide solution (300 mL) and extracted with diethyl ether (4×40 mL). The organic layers were washed with brine (2×40 mL), dried over anhydrous sodium sulfate, and the solvents removed i... Reactants: [C-]#N.[Na+] (sodium cyanide), Isopropyl 4-cyano-5-methylthiiophene-2-carboxylate, BrC=1C=C(SC1C)C(=O)OC(C)C (isopropyl 4-bromo-5-methylthiophene-2-carboxylate), [Cu](C#N)C#N (copper cyanide). Starting materials: C(C)(C)(C)C=1C=C(C=CC1O)OC (3-tert-butyl-4-hydroxyanisole), C[Al](C)C (trimethylaluminum). Run in C(Cl)Cl (methylene chloride). The product is C(C)(C)(C)C=1C=C([O-])C=CC1OC.C(C)(C)(C)C=1C=C([O-])C=CC1OC.C[Al+2] (methylaluminum bis(3-tert-butyl-4-methoxyphenoxide)). The yield is 300.0%. As a reaction SMILES: [C:1]([C:5]1[CH:6]=[C:7]([O:12]C)[CH:8]=[CH:9][C:10]=1[OH:11])([CH3:4])([CH3:3])[CH3:2].[CH3:14][Al:15](C)C>C(Cl)Cl>[C:1]([C:5]1[CH:6]=[C:7]([CH:8]=[CH:9][C:10]=1[O:11][CH3:14])[O-:12])([CH3:4])([CH3:3])[CH3:2].[C:1]([C:5]1[CH:6]=[C:7]([CH:8]=[CH:9][C:10]=1[O:11][CH3:14])[O-:12])([CH3:4])([CH3:3])[CH3:2].[CH3:14][Al+2:15] |f:3.4.5|. Procedure: In a sufficiently dried egg-plant type flask provided with a stirrer was sufficiently dried 0.361 g (2 mmol) of 3-tert-butyl-4-hydroxyanisole recrystallized from hexane. After completion of the drying, 3.3 ml of methylene chloride was added thereto. Then, under nitrogen atmosphere, 0.9 ml (1 mmol) of trimethylaluminum was slowly added dropwise with ice-cooling and stirring, and the mixture was mixed in the dark at room temperature for 1 hour to obtain a methylene chloride solution of methylalumi... The product is CN(C1=C(C(=O)C2=C(C(=O)O)C=C(C=C2)N)C=CC(=C1)N(C)C)C (2-(2,4-bis(dimethylamino)benzoyl)-5-aminobenzoic acid). Procedure details: Condensation of 4-aminophthalic anhydride and N,N,N',N'-tetramethyl-m-phenylenediamine by the method of part A of Example 3 affords 2-(2,4-bis(dimethylamino)benzoyl)-5-aminobenzoic acid. RXN SMILES: [NH2:1][C:2]1[CH:3]=[C:4]2[C:9](=[O:10])[O:8][C:6](=[O:7])[C:5]2=[CH:11][CH:12]=1.[CH3:13][N:14]([CH3:24])[C:15]1[CH:20]=[CH:19][CH:18]=[C:17]([N:21]([CH3:23])[CH3:22])[CH:16]=1>>[CH3:22][N:21]([CH3:23])[C:17]1[CH:16]=[C:15]([N:14]([CH3:24])[CH3:13])[CH:20]=[CH:19][C:18]=1[C:6]([C:5]1[CH:11]=[CH:12][C:2]([NH2:1])=[CH:3][C:4]=1[C:9]([OH:8])=[O:10])=[O:7]. Starting materials: NC=1C=C2C(C(=O)OC2=O)=CC1 (4-aminophthalic anhydride), CN(C1=CC(=CC=C1)N(C)C)C (N,N,N',N'-tetramethyl-m-phenylenediamine). The reactants are CC(C#CC(CCC=CCC)O)O (Undec-8-en-3-yne-2,5-diol), N1=CC=CC2=CC=CC=C12 (quinoline). Reagents/catalysts: [Pd] (palladium). Yields the product CC(CCC(CCC=CCC)O)O (undec-8-ene-2,5-diol). RXN SMILES: [CH3:1][CH:2]([OH:13])[C:3]#[C:4][CH:5]([OH:12])[CH2:6][CH2:7][CH:8]=[CH:9][CH2:10][CH3:11].N1C2C(=CC=CC=2)C=CC=1>[Pd]>[CH3:1][CH:2]([OH:13])[CH2:3][CH2:4][CH:5]([OH:12])[CH2:6][CH2:7][CH:8]=[CH:9][CH2:10][CH3:11]. Reported procedure: Undec-8-en-3-yne-2,5-diol (obtained as detailed above) was hydrogenated under hydrogen and 10 percent palladium on barium sulphate and quinoline. The rush over process provided the product undec-8-ene-2,5-diol. The reactants are COC(=O)c1ccc(B2OC(C)(C)C(C)(C)O2)cc1F, [Na+], [Na+], O=C([O-])[O-], C1COCCO1, Cl[Pd]Cl, Cc1ccc(S(=O)(=O)OC(=CC2CCCC2)c2cc3cccnc3n2S(=O)(=O)c2ccccc2)cc1, c1ccc(P(c2ccccc2)c2ccccc2)cc1, c1ccc(P(c2ccccc2)c2ccccc2)cc1. Product: COC(=O)c1ccc(C(=CC2CCCC2)c2cc3cccnc3n2S(=O)(=O)c2ccccc2)cc1F. As a reaction SMILES: [CH3:37][O:38][C:39]([c:40]1[c:41]([F:55])[cH:42][c:43]([B:46]2[O:47][C:48]([CH3:49])([CH3:50])[C:51]([CH3:52])([CH3:53])[O:54]2)[cH:44][cH:45]1)=[O:56].[Na+:57].[Na+:58].[O-:59][C:60](=[O:61])[O-:62].[O:63]1[CH2:64][CH2:65][O:66][CH2:67][CH2:68]1.[Pd:69]([Cl:70])[Cl:71].[c:1]1([S:7](=[O:8])(=[O:9])[n:10]2[c:11]([C:19](=[CH:20][CH:21]3[CH2:22][CH2:23][CH2:24][CH2:25]3)[O:26][S:27]([c:28]3[cH:29][cH:30][c:31]([CH3:32])[cH:33][cH:34]3)(=[O:35])=[O:36])[cH:12][c:13]3[c:14]2[n:15][cH:16][cH:17][cH:18]3)[cH:2][cH:3][cH:4][cH:5][cH:6]1.[c:72]1([P:73]([c:74]2[cH:75][cH:76][cH:77][cH:78][cH:79]2)[c:80]2[cH:81][cH:82][cH:83][cH:84][cH:85]2)[cH:86][cH:87][cH:88][cH:89][cH:90]1.[c:91]1([P:92]([c:93]2[cH:94][cH:95][cH:96][cH:97][cH:98]2)[c:99]2[cH:100][cH:101][cH:102][cH:103][cH:104]2)[cH:105][cH:106][cH:107][cH:108][cH:109]1>>[c:1]1([S:7](=[O:8])(=[O:9])[n:10]2[c:11]([C:19](=[CH:20][CH:21]3[CH2:22][CH2:23][CH2:24][CH2:25]3)[c:43]3[cH:42][c:41]([F:55])[c:40]([C:39]([O:38][CH3:37])=[O:56])[cH:45][cH:44]3)[cH:12][c:13]3[c:14]2[n:15][cH:16][cH:17][cH:18]3)[cH:2][cH:3][cH:4][cH:5][cH:6]1. Reactants: C(C)(=O)NC1=CC=C(C=C1)C=1SC(=CN1)C1=C(N2C(C(C2SC1)NC(=O)OC(C)(C)C)=O)C(=O)OC(C1=CC=CC=C1)C1=CC=CC=C1 (3-[2-(4-acetamido-phenyl)-thiazol-5-yl]-2-benzhydryloxycarbonyl-7-t-butoxycarbonylamino-8-oxo-5-thia-1-azabicyclo[4.2.0]oct-2-ene), CS(=O)(=O)O (methanesulphonic acid), S1C(=CC=C1)CC(=O)Cl ((thien-2-yl)-acetyl chloride). Solvent: C(C)#N (acetonitrile). Product: C(C)(=O)NC1=CC=C(C=C1)C=1SC(=CN1)C1=C(N2C(C(C2SC1)NC(CC=1SC=CC1)=O)=O)C(=O)OC(C1=CC=CC=C1)C1=CC=CC=C1 (3-[2-(4-Acetamido-phenyl)-thiazol-5-yl]-2-benzhydryloxycarbonyl-8-oxo-7-[(thien-2-yl)-acetamido]-5-thia-1-azabicyclo[4.2.0]oct-2-ene). RXN SMILES: [C:1]([NH:4][C:5]1[CH:10]=[CH:9][C:8]([C:11]2[S:12][C:13]([C:16]3[CH2:23][S:22][CH:21]4[N:18]([C:19](=[O:32])[CH:20]4[NH:24][C:25]([O:27]C(C)(C)C)=O)[C:17]=3[C:33]([O:35][CH:36]([C:43]3[CH:48]=[CH:47][CH:46]=[CH:45][CH:44]=3)[C:37]3[CH:42]=[CH:41][CH:40]=[CH:39][CH:38]=3)=[O:34])=[CH:14][N:15]=2)=[CH:7][CH:6]=1)(=[O:3])[CH3:2].CS(O)(=O)=O.[S:54]1[CH:58]=[CH:57][CH:56]=[C:55]1[CH2:59]C(Cl)=O>C(#N)C>[C:1]([NH:4][C:5]1[CH:10]=[CH:9][C:8]([C:11]2[S:12][C:13]([C:16]3[CH2:23][S:22][CH:21]4[N:18]([C:19](=[O:32])[CH:20]4[NH:24][C:25](=[O:27])[CH2:59][C:55]4[S:54][CH:58]=[CH:57][CH:56]=4)[C:17]=3[C:33]([O:35][CH:36]([C:37]3[CH:38]=[CH:39][CH:40]=[CH:41][CH:42]=3)[C:43]3[CH:48]=[CH:47][CH:46]=[CH:45][CH:44]=3)=[O:34])=[CH:14][N:15]=2)=[CH:7][CH:6]=1)(=[O:3])[CH3:2]. Reported procedure: On treating 3-[2-(4-acetamido-phenyl)-thiazol-5-yl]-2-benzhydryloxycarbonyl-7-t-butoxycarbonylamino-8-oxo-5-thia-1-azabicyclo[4.2.0]oct-2-ene (3.4 g) with methanesulphonic acid (3.4 cc) in acetonitrile (15 cc), in accordance with the working method described in Example 15, crude 7-amino-3-[2-(4-acetamido-phenyl)-thiazol-5-yl]-2-benzhydryloxycarbonyl-8-oxo-5-thia-1-azabicyclo[4.2.0]oct-2-ene (2.9 g) is obtained, and this is acylated with (thien-2-yl)-acetyl chloride (0.62 cc) in accordance with t... Starting materials: C(C1=CC=CC=C1)OC=1C=C(C=CC1OC)[C@@]1(CNC(O1)=O)C ((R)-(-)-5-(3-benzyloxy-4-methoxyphenyl)-5-methyl-2-oxazolidinone), C(Cl)(Cl)Cl (CHCl3). Reagents/catalysts: [Pd] (palladium). Run in C(C)(=O)OCC (ethyl acetate). Yields the product OC=1C=C(C=CC1OC)[C@@]1(CNC(O1)=O)C ((R)-(-)-5-(3-Hydroxy-4-methoxyphenyl)-5-methyl-2-oxazolidinone). Reaction SMILES: C([O:8][C:9]1[CH:10]=[C:11]([C@@:17]2([CH3:23])[O:21][C:20](=[O:22])[NH:19][CH2:18]2)[CH:12]=[CH:13][C:14]=1[O:15][CH3:16])C1C=CC=CC=1.C(Cl)(Cl)Cl>C(OCC)(=O)C.[Pd]>[OH:8][C:9]1[CH:10]=[C:11]([C@@:17]2([CH3:23])[O:21][C:20](=[O:22])[NH:19][CH2:18]2)[CH:12]=[CH:13][C:14]=1[O:15][CH3:16]. Procedure details: 1.1 g of (R)-(-)-5-(3-benzyloxy-4-methoxyphenyl)-5-methyl-2-oxazolidinone is dissolved in 40 ml of ethyl acetate and mixed with 100 mg of palladium/10% carbon. It is hydrogenated until hydrogen absorption is completed. After filtration on silica gel and concentration by evaporation in a vacuum, 750 mg of (R)-(-)-5-(3-hydroxy-4-methoxyphenyl)-5-methyl-2-oxazolidinone, melting point 141.6° C., is obtained. [α]D =-28.2° (CHCl3).